Dataset: the Open Reaction Database (ORD), a public repository of structured organic reaction records. Task: describe an organic reaction: reactants, conditions, products, and yield Starting materials: OC1=CC=C(C=C1)C(C)(C)C1=CC=C(C=C1)O (2,2-bis(4-hydroxyphenyl)propane), C1(CCCCC1)=O (cyclohexanone), C1=CC(=CC=C1C(=C(Cl)Cl)C2=CC=C(C=C2)O)O (Bisphenol C), C1(=CC=CC=C1)O (phenol), C1=CC=C(C(=C1)CC2=CC=CC=C2O)O (Bisphenol F), C=O (formaldehyde), Bisphenol. The solvent is CC(=O)C (acetone), CC(=O)C (acetone). Yields the product C(C)(C)(C)C1=C(C=CC=C1)O (o-tert-butyl phenol). RXN SMILES: O[C:2]1[CH:7]=[CH:6][C:5]([C:8]([C:11]2C=CC(O)=CC=2)([CH3:10])[CH3:9])=[CH:4][CH:3]=1.C1C=C(CC2C([OH:31])=CC=CC=2)C(O)=CC=1.C=O.C1C(C(C2C=CC(O)=CC=2)=C(Cl)Cl)=CC=C(O)C=1.C1(=O)CCCCC1.C1(O)C=CC=CC=1>CC(C)=O>[C:8]([C:5]1[CH:6]=[CH:7][CH:2]=[CH:3][C:4]=1[OH:31])([CH3:11])([CH3:10])[CH3:9]. Reported procedure: Bisphenols are exemplified by Bisphenol A, Bisphenol F, Bisphenol C, Bisphenol H and the like. As is well known, Bisphenol A is a dihydric phenol obtained by condensation of phenol and acetone, that is, 2,2-bis(4-hydroxyphenyl)propane; Bisphenol F is the corresponding compound obtained by using formaldehyde instead of the above mentioned acetone; Bisphenol C is the compound obtained by using cyclohexanone instead of the acetone; and Bisphenol H is a dihydric phenol obtained by condensation of o-... Procedure details: 15 gm of 2-fluorocinnamic acid was suspended into 100 ml of methanol. While maintaining the suspension at 0° C., 1.7 gm of thionyl chloride was added slowly. After the addition, the mixture was stirred for 30 minutes at 0° C. and for 4 hour at room temperature. The residue obtained by the removal of the solvent was subjected to silica gel column chromatography using chloroform as an eluant to obtain fractions containing the target compound. The fractions were concentrated to produce 17.8 gm of t... The product is FC1=C(C=CC(=O)OC)C=CC=C1 (Methyl 2-fluorocinnamate). RXN SMILES: [F:1][C:2]1[CH:12]=[CH:11][CH:10]=[CH:9][C:3]=1[CH:4]=[CH:5][C:6]([OH:8])=[O:7].[CH3:13]O.S(Cl)(Cl)=O>C(Cl)(Cl)Cl>[F:1][C:2]1[CH:12]=[CH:11][CH:10]=[CH:9][C:3]=1[CH:4]=[CH:5][C:6]([O:8][CH3:13])=[O:7]. Conditions: temperature 0 celsius, time 4 hour. The reactants are FC1=C(C=CC(=O)O)C=CC=C1 (2-fluorocinnamic acid), CO (methanol), S(=O)(Cl)Cl (thionyl chloride). Run in C(Cl)(Cl)Cl (chloroform).